Dataset: the Open Reaction Database (ORD), a public repository of structured organic reaction records. Task: describe an organic reaction: reactants, conditions, products, and yield Reactants: CN(C)C=O, O=C(Cl)C(=O)Cl, COC(=O)Cc1cc2ccc(F)cc2c(C(=O)O)c1C, C1CCOC1. Yields the product COC(=O)Cc1cc2ccc(F)cc2c(C(=O)Cl)c1C. As a reaction SMILES: [CH3:27][N:28]([CH3:29])[CH:30]=[O:31].[Cl:21][C:22]([C:23]([Cl:24])=[O:25])=[O:26].[F:1][c:2]1[cH:3][cH:4][c:5]2[cH:6][c:7]([CH2:16][C:17](=[O:18])[O:19][CH3:20])[c:8]([CH3:15])[c:9]([C:12](=[O:13])[OH:14])[c:10]2[cH:11]1.[O:32]1[CH2:33][CH2:34][CH2:35][CH2:36]1>>[F:1][c:2]1[cH:3][cH:4][c:5]2[cH:6][c:7]([CH2:16][C:17](=[O:18])[O:19][CH3:20])[c:8]([CH3:15])[c:9]([C:12](=[O:13])[Cl:21])[c:10]2[cH:11]1. Reactants: BrC1=CC=C(CC=2N(C=C(N2)C2=C(C=C(C=C2)Cl)Cl)C2=CC=C(C=C2)N2CC(NS2(=O)=O)=O)C=C1 (5-{-4-[2-(4-bromo-benzyl)-4-(2,4-dichloro-phenyl)-imidazol-1-yl]-phenyl}-1,2,5-thiadiazolidine-3-one-1,1-dioxide), FC(C1=CC=C(C=C1)B(O)O)(F)F (4-trifluoromethylphenylboronic acid). Yields the product ClC1=C(C=CC(=C1)Cl)C=1N=C(N(C1)C1=CC=C(C=C1)N1CC(NS1(=O)=O)=O)CC1=CC=C(C=C1)C1=CC=C(C=C1)C(F)(F)F (5-{4-[4-(2,4-dichloro-phenyl)-2-(4′-trifluoromethyl-biphenyl-4-ylmethyl)-imidazol-1-yl]-phenyl}-1,2,5-thiadiazolidine-3-one-1,1-dioxide). Reaction SMILES: Br[C:2]1[CH:35]=[CH:34][C:5]([CH2:6][C:7]2[N:8]([C:20]3[CH:25]=[CH:24][C:23]([N:26]4[S:30](=[O:32])(=[O:31])[NH:29][C:28](=[O:33])[CH2:27]4)=[CH:22][CH:21]=3)[CH:9]=[C:10]([C:12]3[CH:17]=[CH:16][C:15]([Cl:18])=[CH:14][C:13]=3[Cl:19])[N:11]=2)=[CH:4][CH:3]=1.[F:36][C:37]([F:48])([F:47])[C:38]1[CH:43]=[CH:42][C:41](B(O)O)=[CH:40][CH:39]=1>>[Cl:19][C:13]1[CH:14]=[C:15]([Cl:18])[CH:16]=[CH:17][C:12]=1[C:10]1[N:11]=[C:7]([CH2:6][C:5]2[CH:34]=[CH:35][C:2]([C:41]3[CH:42]=[CH:43][C:38]([C:37]([F:48])([F:47])[F:36])=[CH:39][CH:40]=3)=[CH:3][CH:4]=2)[N:8]([C:20]2[CH:21]=[CH:22][C:23]([N:26]3[S:30](=[O:32])(=[O:31])[NH:29][C:28](=[O:33])[CH2:27]3)=[CH:24][CH:25]=2)[CH:9]=1. Reported procedure: 5-{-4-[2-(4-bromo-benzyl)-4-(2,4-dichloro-phenyl)-imidazol-1-yl]-phenyl}-1,2,5-thiadiazolidine-3-one-1,1-dioxide (100 mg, 0.17 mmol) was treated as described in general procedure G using 4-trifluoromethylphenylboronic acid to provide 5-{4-[4-(2,4-dichloro-phenyl)-2-(4′-trifluoromethyl-biphenyl-4-ylmethyl)-imidazol-1-yl]-phenyl}-1,2,5-thiadiazolidine-3-one-1,1-dioxide.